This data is from the Open Reaction Database (ORD), a public repository of structured organic reaction records. The task is: describe an organic reaction: reactants, conditions, products, and yield Reactants: ClC(Cl)(OC(OC(Cl)(Cl)Cl)=O)Cl (triphosgene), FC1=CC=C(C=C1)C(CCNCC1CCN(CC1)C1=CC=CC=C1)(CC=C)O (3-(4-fluorophenyl)-1-((1-phenylpiperidin-4-yl)methylamino)hex-5-en-3-ol), C1CCC2=NCCCN2CC1 (DBU). Solvent: C1CCOC1 (THF), N1=CC=CC=C1 (pyridine), C1CCOC1 (THF). Conditions: time 4 hour. Product: C(C=C)C1(CCN(C(O1)=O)CC1CCN(CC1)C1=CC=CC=C1)C1=CC=C(C=C1)F (6-allyl-6-(4-fluorophenyl)-3-((1-phenylpiperidin-4-yl)methyl)-1,3-oxazinan-2-one). Isolated yield 20.6%. RXN SMILES: [F:1][C:2]1[CH:7]=[CH:6][C:5]([C:8]([OH:28])([CH2:25][CH:26]=[CH2:27])[CH2:9][CH2:10][NH:11][CH2:12][CH:13]2[CH2:18][CH2:17][N:16]([C:19]3[CH:24]=[CH:23][CH:22]=[CH:21][CH:20]=3)[CH2:15][CH2:14]2)=[CH:4][CH:3]=1.Cl[C:30](Cl)([O:32]C(=O)OC(Cl)(Cl)Cl)Cl.C1CCN2C(=NCCC2)CC1>C1COCC1.N1C=CC=CC=1>[CH2:25]([C:8]1([C:5]2[CH:4]=[CH:3][C:2]([F:1])=[CH:7][CH:6]=2)[O:28][C:30](=[O:32])[N:11]([CH2:12][CH:13]2[CH2:14][CH2:15][N:16]([C:19]3[CH:20]=[CH:21][CH:22]=[CH:23][CH:24]=3)[CH2:17][CH2:18]2)[CH2:10][CH2:9]1)[CH:26]=[CH2:27]. Procedure details: 3-(4-fluorophenyl)-1-((1-phenylpiperidin-4-yl)methylamino)hex-5-en-3-ol (120 mg, 0.314 mmol) was dissolved in THF (30 mL) and pyridine (c.a. 500 μL, excess). A solution of triphosgene (60 mg, excess) in THF (5 mL) was added slowly in 4 batches. After stirring 4 h at rt, DBU (94 μL, 2 equiv.) was added and the mixture was heated to reflux for overnight. There was still a lot of starting material on LC-MS spectra. The mixture was concentrated, redissolved in EtOAc (40 mL), washed with 5% aq HCl (2... Reactants: ClC1=C(C=C(C=C1)C)O (2-chloro-5-methylphenol), C1(=CC=CC=C1)P(C1=CC=CC=C1)C1=CC=CC=C1 (triphenylphosphine), CC(C)OC(=O)/N=N/C(=O)OC(C)C (DIAD), O[C@@H](C(=O)OC)C ((R)-methyl 2-hydroxypropanoate). The solvent is C1CCOC1 (THF). Reaction conditions: time 20 hour. The product is ClC1=C(O[C@H](C(=O)OC)C)C=C(C=C1)C ((S)-Methyl 2-(2-chloro-5-methylphenoxy)propanoate). RXN SMILES: [Cl:1][C:2]1[CH:7]=[CH:6][C:5]([CH3:8])=[CH:4][C:3]=1[OH:9].C1(P(C2C=CC=CC=2)C2C=CC=CC=2)C=CC=CC=1.O[C@H:30]([CH3:35])[C:31]([O:33][CH3:34])=[O:32].CC(OC(/N=N/C(OC(C)C)=O)=O)C>C1COCC1>[Cl:1][C:2]1[CH:7]=[CH:6][C:5]([CH3:8])=[CH:4][C:3]=1[O:9][C@@H:30]([CH3:35])[C:31]([O:33][CH3:34])=[O:32]. Procedure details: To a solution of the 2-chloro-5-methylphenol (4.0 g, 28 mmol) in anhydrous THF (24 mL) at 0° C. under argon protection was added triphenylphosphine (9.5 g, 36.4 mmol), followed by addition of the (R)-methyl 2-hydroxypropanoate (3.89 g, 31 mmol). Then DIAD (8.2 mL, 42 mmol) was added slowly to the solution at 0° C. The reaction mixture was stirred at room temperature for 20 h. The solvent was removed and the crude was purified by flash chromatography (AcOEt/hexane 0˜30%) to obtain the title compo... Starting materials: ClC1=NN=C(C2=CC=C(C=C12)OC)C (1-chloro-7-methoxy-4-methylphthalazine), NC1CCN(CC1)CC1=CC2=CC=CC=C2C=C1 (4-amino-1-(naphthalen-2-yl-methyl)piperidine). The product is COC1=CC=C2C(=NN=C(C2=C1)NC1CCN(CC1)CC1=CC2=CC=CC=C2C=C1)C (7-Methoxy-4-methyl-N-[1-(naphthalen-2-ylmethyl)piperidin-4-yl]phthalazin-1-amine). Reported procedure: This compound is obtained according to the procedure described in 1.4. by reacting 1-chloro-7-methoxy-4-methylphthalazine with 4-amino-1-(naphthalen-2-yl-methyl)piperidine. RXN SMILES: Cl[C:2]1[C:11]2[C:6](=[CH:7][CH:8]=[C:9]([O:12][CH3:13])[CH:10]=2)[C:5]([CH3:14])=[N:4][N:3]=1.[NH2:15][CH:16]1[CH2:21][CH2:20][N:19]([CH2:22][C:23]2[CH:32]=[CH:31][C:30]3[C:25](=[CH:26][CH:27]=[CH:28][CH:29]=3)[CH:24]=2)[CH2:18][CH2:17]1>>[CH3:13][O:12][C:9]1[CH:10]=[C:11]2[C:6]([C:5]([CH3:14])=[N:4][N:3]=[C:2]2[NH:15][CH:16]2[CH2:17][CH2:18][N:19]([CH2:22][C:23]3[CH:32]=[CH:31][C:30]4[C:25](=[CH:26][CH:27]=[CH:28][CH:29]=4)[CH:24]=3)[CH2:20][CH2:21]2)=[CH:7][CH:8]=1. Reactants: O=Cc1ccccc1SC1CCCCC1, ClCCl, [Na+], [OH-], O=C(OO)c1cccc(Cl)c1. The product is O=Cc1ccccc1S(=O)(=O)C1CCCCC1. Reaction SMILES: [CH:1]1([S:7][c:8]2[c:9]([CH:10]=[O:11])[cH:12][cH:13][cH:14][cH:15]2)[CH2:2][CH2:3][CH2:4][CH2:5][CH2:6]1.[Cl:29][CH2:30][Cl:31].[Na+:28].[OH-:27].[OH:16][O:17][C:18]([c:19]1[cH:20][c:21]([Cl:22])[cH:23][cH:24][cH:25]1)=[O:26]>>[CH:1]1([S:7]([c:8]2[c:9]([CH:10]=[O:11])[cH:12][cH:13][cH:14][cH:15]2)(=[O:16])=[O:27])[CH2:2][CH2:3][CH2:4][CH2:5][CH2:6]1. The reactants are resultant mixture, FC1=C2C=CNC2=CC=C1 (4-fluoroindole), Cl (hydrochloric acid), [BH4-].[Na+] (sodium borohydride), [OH-].[Na+] (sodium hydroxide). The reagents and catalysts are [Cl-].[Zn+2].[Cl-] (zinc chloride). Solvent: C(C)OCC (diethyl ether), C(C)OCC (diethyl ether). Run at time 1 day. Yields the product FC1=C2CCNC2=CC=C1 (4-Fluoroindoline). Yield: 69.2%. RXN SMILES: [BH4-].[Na+].[F:3][C:4]1[CH:12]=[CH:11][CH:10]=[C:9]2[C:5]=1[CH:6]=[CH:7][NH:8]2.Cl.[OH-].[Na+]>C(OCC)C.[Cl-].[Zn+2].[Cl-]>[F:3][C:4]1[CH:12]=[CH:11][CH:10]=[C:9]2[C:5]=1[CH2:6][CH2:7][NH:8]2 |f:0.1,4.5,7.8.9|. Reported procedure: To a stirred suspension of sodium borohydride (560 mg) in diethyl ether (6 ml) was added dropwise zinc chloride (1.0 M solution in diethyl ether, 7.4 ml). The mixture was stirred at room temperature under argon atmosphere for 1 day. To the resultant mixture was added dropwise a solution of 4-fluoroindole (500 mg) in diethyl ether (5 ml). After being stirred at room temperature under argon atmosphere for 12 days, thereto was added a cold 0.5 N aqueous hydrochloric acid solution (30 ml) at 0° C. A... Reactants: O1CCOC=2C=NC(=CC21)C=O (2,3-dihydro[1,4]dioxino[2,3-c]pyridine-7-carbaldehyde), C(C)(=O)O[BH-](OC(C)=O)OC(C)=O.[Na+] (sodium triacetoxy borohydride), FC(C(=O)O)(F)F.COC1=CC2=C(COC(N2CCCN2CCNCC2)=O)C=C1 (7-Methoxy-1-(3-piperazin-1-ylpropyl)-1,4-dihydro-2H-3,1-benzoxazin-2-one trifluoroacetate), FC(C(=O)O)(F)F.COC1=CC2=C(COC(N2CCCN2CCNCC2)=O)C=C1 (7-Methoxy-1-(3-piperazin-1-ylpropyl)-1,4-dihydro-2H-3,1-benzoxazin-2-one trifluoroacetate), C(C)(C)N(C(C)C)CC (N,N-diisopropylethylamine). Solvent: ClCCl.CO (dichloromethane methanol). Yields the product O1CCOC=2C=NC(=CC21)CN2CCN(CC2)CCCN2C(COC1=C2C=C(C=C1)OC)=O (4-{3-[4-(2,3-Dihydro[1,4]dioxino[2,3-c]pyridin-7-ylmethyl)piperazin-1-yl]propyl}-6-methoxy-2H-1,4-benzoxazin-3(4H)-one). As a reaction SMILES: FC(F)(F)[C:3](O)=[O:4].[CH3:8][O:9][C:10]1[CH:29]=[CH:28][C:13]2CO[C:16](=[O:27])[N:17]([CH2:18][CH2:19][CH2:20][N:21]3[CH2:26][CH2:25][NH:24][CH2:23][CH2:22]3)[C:12]=2[CH:11]=1.C(N(CC)C(C)C)(C)C.[O:39]1[C:48]2[CH:47]=[C:46]([CH:49]=O)[N:45]=[CH:44][C:43]=2[O:42][CH2:41][CH2:40]1.C(O[BH-](OC(=O)C)OC(=O)C)(=O)C.[Na+]>ClCCl.CO>[O:39]1[C:48]2[CH:47]=[C:46]([CH2:49][N:24]3[CH2:23][CH2:22][N:21]([CH2:20][CH2:19][CH2:18][N:17]4[C:12]5[CH:11]=[C:10]([O:9][CH3:8])[CH:29]=[CH:28][C:13]=5[O:4][CH2:3][C:16]4=[O:27])[CH2:26][CH2:25]3)[N:45]=[CH:44][C:43]=2[O:42][CH2:41][CH2:40]1 |f:0.1,4.5,6.7|. Procedure details: 7-Methoxy-1-(3-piperazin-1-ylpropyl)-1,4-dihydro-2H-3,1-benzoxazin-2-one trifluoroacetate (Intermediate 118, crude, 963 mg, 1.81 mmol) was converted to the free base with N,N-diisopropylethylamine and reacted with 2,3-dihydro[1,4]dioxino[2,3-c]pyridine-7-carbaldehyde (WO 2004/058144) (203 mg, 123 mmol) and sodium triacetoxy borohydride (240 mg, 1.10 mmol) as described for Example 55 to give the free base of the product as an oil after chromatography on silica gel with dichloromethane/methanol (9...